From a dataset of the Open Reaction Database (ORD), a public repository of structured organic reaction records. describe an organic reaction: reactants, conditions, products, and yield Starting materials: CO, Cc1ccc(N)cc1C(=O)c1ccc(Nc2ccc(F)cc2F)cc1Cl, CC(O)CC=O. The product is Cc1ccc(NCCC(C)O)cc1C(=O)c1ccc(Nc2ccc(F)cc2F)cc1Cl. RXN SMILES: [CH3:33][OH:34].[NH2:1][c:2]1[cH:3][cH:4][c:5]([CH3:26])[c:6]([C:8](=[O:9])[c:10]2[c:11]([Cl:25])[cH:12][c:13]([NH:16][c:17]3[c:18]([F:24])[cH:19][c:20]([F:23])[cH:21][cH:22]3)[cH:14][cH:15]2)[cH:7]1.[OH:27][CH:28]([CH2:29][CH:30]=[O:31])[CH3:32]>>[NH:1]([c:2]1[cH:3][cH:4][c:5]([CH3:26])[c:6]([C:8](=[O:9])[c:10]2[c:11]([Cl:25])[cH:12][c:13]([NH:16][c:17]3[c:18]([F:24])[cH:19][c:20]([F:23])[cH:21][cH:22]3)[cH:14][cH:15]2)[cH:7]1)[CH2:30][CH2:29][CH:28]([OH:27])[CH3:32]. Reactants: C(=O)(O)[O-].[Na+] (NaHCO3), COC1=CC=C(CN2N=C(C=3C2=NC(=CC3)NCC3=CC=C(C=C3)OC)CO)C=C1 ({1-(4-methoxybenzyl)-6-[(4-methoxybenzyl)amino]-1H-pyrazolo[3,4-b]pyridin-3-yl}methanol), S(=O)(Cl)Cl (thionyl chloride), S(=O)(Cl)Cl (thionyl chloride). Solvent: C(Cl)(Cl)Cl (chloroform). Run at time 30 minute. Product: ClCC1=NN(C2=NC(=CC=C21)NCC2=CC=C(C=C2)OC)CC2=CC=C(C=C2)OC (3-(Chloromethyl)-N,1-bis(4-methoxybenzyl)-1H-pyrazolo[3,4-b]pyridin-6-amine). As a reaction SMILES: [CH3:1][O:2][C:3]1[CH:30]=[CH:29][C:6]([CH2:7][N:8]2[C:12]3=[N:13][C:14]([NH:17][CH2:18][C:19]4[CH:24]=[CH:23][C:22]([O:25][CH3:26])=[CH:21][CH:20]=4)=[CH:15][CH:16]=[C:11]3[C:10]([CH2:27]O)=[N:9]2)=[CH:5][CH:4]=1.S(Cl)([Cl:33])=O.C([O-])(O)=O.[Na+]>C(Cl)(Cl)Cl>[Cl:33][CH2:27][C:10]1[C:11]2[C:12](=[N:13][C:14]([NH:17][CH2:18][C:19]3[CH:24]=[CH:23][C:22]([O:25][CH3:26])=[CH:21][CH:20]=3)=[CH:15][CH:16]=2)[N:8]([CH2:7][C:6]2[CH:29]=[CH:30][C:3]([O:2][CH3:1])=[CH:4][CH:5]=2)[N:9]=1 |f:2.3|. Procedure: To a slurry of {1-(4-methoxybenzyl)-6-[(4-methoxybenzyl)amino]-1H-pyrazolo[3,4-b]pyridin-3-yl}methanol (1.49 g, 3.68 mmol) in chloroform (15 mL) cooled in an ice bath was added thionyl chloride (538 μL, 7.37 mmol). The resulting mixture was then allowed to warm to room temperature and left at room temperature for 30 minutes. The reaction was determined by LCMS monitoring not to be complete not complete, so the reaction mixture was re-cooled in an ice bath, treated with additional thionyl chlorid...